This data is from the Open Reaction Database (ORD), a public repository of structured organic reaction records. The task is: describe an organic reaction: reactants, conditions, products, and yield The reactants are CC(=O)[O-], CO, CC1(C)OCC(CNC2c3ccccc3CC2NC(=O)c2cc3cc(Cl)ccc3[nH]2)O1, ClCCl, O=C(O)C(F)(F)F, [K+], NC1c2ccccc2CC1NC(=O)c1cc2cc(Cl)ccc2[nH]1. The product is O=C(NC1Cc2ccccc2C1NCC(O)CO)c1cc2cc(Cl)ccc2[nH]1. RXN SMILES: [CH3:2][C:3](=[O:4])[O-:5].[CH3:67][OH:68].[Cl:36][c:37]1[cH:38][c:39]2[cH:40][c:41]([C:46](=[O:47])[NH:48][CH:49]3[CH:50]([NH:58][CH2:59][CH:60]4[O:61][C:62]([CH3:65])([CH3:66])[O:63][CH2:64]4)[c:51]4[cH:52][cH:53][cH:54][cH:55][c:56]4[CH2:57]3)[nH:42][c:43]2[cH:44][cH:45]1.[Cl:69][CH2:70][Cl:71].[F:29][C:30]([F:31])([F:32])[C:33]([OH:34])=[O:35].[K+:1].[NH2:6][CH:7]1[c:8]2[c:9]([cH:10][cH:11][cH:12][cH:13]2)[CH2:14][CH:15]1[NH:16][C:17]([c:18]1[nH:19][c:20]2[c:21]([cH:22]1)[cH:23][c:24]([Cl:25])[cH:26][cH:27]2)=[O:28]>>[Cl:36][c:37]1[cH:38][c:39]2[cH:40][c:41]([C:46](=[O:47])[NH:48][CH:49]3[CH:50]([NH:58][CH2:59][CH:60]([OH:61])[CH2:64][OH:63])[c:51]4[cH:52][cH:53][cH:54][cH:55][c:56]4[CH2:57]3)[nH:42][c:43]2[cH:44][cH:45]1. Reactants: NCCN(CCN)C (N-(2-aminoethyl)-N-methyl-1,2-ethanediamine), NC=1C(=NC(=C(N1)N)Cl)C(=O)N1C=NC=C1 (1-(3,5-diamino-6-chloropyrazinoyl)imidazole). Solvent: O1CCCC1 (tetrahydrofuran). Yields the product NC=1C(=NC(=C(N1)N)Cl)C(=O)NCCN(C)CCN (3,5-diamino-N-[2-[(2-aminoethyl)methylamino]ethyl]-6chloropyrazinecarboxamide). Yield: 69354.8%. Reaction SMILES: [NH2:1][CH2:2][CH2:3][N:4]([CH3:8])[CH2:5][CH2:6][NH2:7].[NH2:9][C:10]1[C:11]([C:18](N2C=CN=C2)=[O:19])=[N:12][C:13]([Cl:17])=[C:14]([NH2:16])[N:15]=1>O1CCCC1>[NH2:9][C:10]1[C:11]([C:18]([NH:1][CH2:2][CH2:3][N:4]([CH2:5][CH2:6][NH2:7])[CH3:8])=[O:19])=[N:12][C:13]([Cl:17])=[C:14]([NH2:16])[N:15]=1. Procedure: To a stirred solution of 84.0 g (0.744 mol) of N-(2-aminoethyl)-N-methyl-1,2-ethanediamine (see U.S. Pat. No. 3,201,472 for a method of obtaining this compound) in 700 ml of tetrahydrofuran was added 88.6 g (0.372 mmol) of 1-(3,5-diamino-6-chloropyrazinoyl)imidazole in 10 portions over 1 5 h. After 1 h at ambient temperature the reaction mixture was filtered and concentrated to 300 ml. The solution was added dropwise to 1.4 liters of ether with vigorous stirring. The solid was filtered, washed w...